This data is from the Open Reaction Database (ORD), a public repository of structured organic reaction records. The task is: describe an organic reaction: reactants, conditions, products, and yield Reactants: solution, Cl (hydrogen chloride), FC(C(=O)O)(F)F.CC1=CC(=NC=C1C)N1NC=C(C1=O)N1C=NC(=C1)C(F)(F)F (2-(4,5-Dimethylpyridin-2-yl)-4-[4-(trifluoromethyl)-1H-imidazol-1-yl]-1,2-dihydro-3H-pyrazol-3-one trifluoroacetate). The solvent is O1CCOCC1 (dioxane). Run at time 1 hour. Yields the product Cl.CC1=CC(=NC=C1C)N1NC=C(C1=O)N1C=NC(=C1)C(F)(F)F (2-(4,5-Dimethylpyridin-2-yl)-4-[4-(trifluoromethyl)-1H-imidazol-1-yl]-1,2-dihydro-3H-pyrazol-3-one hydrochloride). As a reaction SMILES: [ClH:1].FC(F)(F)C(O)=O.[CH3:9][C:10]1[C:15]([CH3:16])=[CH:14][N:13]=[C:12]([N:17]2[C:21](=[O:22])[C:20]([N:23]3[CH:27]=[C:26]([C:28]([F:31])([F:30])[F:29])[N:25]=[CH:24]3)=[CH:19][NH:18]2)[CH:11]=1>O1CCOCC1>[ClH:1].[CH3:9][C:10]1[C:15]([CH3:16])=[CH:14][N:13]=[C:12]([N:17]2[C:21](=[O:22])[C:20]([N:23]3[CH:27]=[C:26]([C:28]([F:30])([F:31])[F:29])[N:25]=[CH:24]3)=[CH:19][NH:18]2)[CH:11]=1 |f:1.2,4.5|. Procedure details: 2.5 ml of a 4 N solution of hydrogen chloride in dioxane are added to 80 mg (0.2 mmol) of the compound from Example 94 and the mixture is stirred at RT for 1 h. The solid is filtered off, washed in each case once with dioxane and tert-butyl methyl ether and subsequently dried under a high vacuum. Starting materials: CN1C2=CC=CC=C2S(C=2C=CC(=CC12)C(C(=O)OCC)CC1CCOCC1)(=O)=O (ethyl 2-(10-methyl-5,5-dioxo-5,10-dihydrophenothiazin-2-yl)-3-(tetrahydropyran-4-yl)propionate), [OH-].[Na+] (NaOH). Run in CO (methanol). Conditions: temperature 80 celsius, time 1 hour. Product: CN1C2=CC=CC=C2S(C=2C=CC(=CC12)C(C(=O)O)CC1CCOCC1)(=O)=O (2-(10-Methyl-5,5-dioxo-5,10-dihydrophenothiazin-2-yl)-3-(tetrahydropyran-4-yl)propionic Acid). RXN SMILES: [CH3:1][N:2]1[C:15]2[CH:14]=[C:13]([CH:16]([CH2:22][CH:23]3[CH2:28][CH2:27][O:26][CH2:25][CH2:24]3)[C:17]([O:19]CC)=[O:18])[CH:12]=[CH:11][C:10]=2[S:9](=[O:30])(=[O:29])[C:8]2[C:3]1=[CH:4][CH:5]=[CH:6][CH:7]=2.[OH-].[Na+]>CO>[CH3:1][N:2]1[C:15]2[CH:14]=[C:13]([CH:16]([CH2:22][CH:23]3[CH2:28][CH2:27][O:26][CH2:25][CH2:24]3)[C:17]([OH:19])=[O:18])[CH:12]=[CH:11][C:10]=2[S:9](=[O:30])(=[O:29])[C:8]2[C:3]1=[CH:4][CH:5]=[CH:6][CH:7]=2 |f:1.2|. Procedure details: 2.0 g of ethyl 2-(10-methyl-5,5-dioxo-5,10-dihydrophenothiazin-2-yl)-3-(tetrahydropyran-4-yl)propionate are suspended in 100 ml of methanol, and 32.1 ml of a 2M NaOH solution are added. The reaction mixture is stirred at 80° C. for one hour. The methanol is removed under reduced pressure and the reaction mixture is adjusted to pH 4 by addition of concentrated hydrochloric acid. The mixture is extracted three times with in each case 100 ml of ethyl acetate. The combined organic phases are dried o... Reactants: C(OC(C)Cl)(OCC)=O (1-Chloroethyl ethyl carbonate), C(C)(=O)NC=1C(=C(C(=C(C1I)NC(C)=O)I)C(=O)[O-])I.[K+] (potassium 3,5-di (acetylamino)-2,4,6-triiodobenzenecarboxylate), [I-].[Na+] (sodium iodide). The solvent is CN(C)C=O (DMF). Run at temperature 40 celsius, time 65 hour. Yields the product C(C)(=O)NC=1C(=C(C(=C(C1I)NC(C)=O)I)C(=O)OC(C)OC(=O)OCC)I (1-(Ethyloxycarbonyloxy)ethyl 3,5-di(acetylamino)-2,4,6-triiodobenzenecarboxylate). RXN SMILES: [C:1](=[O:9])([O:6][CH2:7][CH3:8])[O:2][CH:3](Cl)[CH3:4].[C:10]([NH:13][C:14]1[C:15]([I:29])=[C:16]([C:26]([O-:28])=[O:27])[C:17]([I:25])=[C:18]([NH:21][C:22](=[O:24])[CH3:23])[C:19]=1[I:20])(=[O:12])[CH3:11].[K+].[I-].[Na+]>CN(C=O)C>[C:22]([NH:21][C:18]1[C:17]([I:25])=[C:16]([C:26]([O:28][CH:3]([O:2][C:1]([O:6][CH2:7][CH3:8])=[O:9])[CH3:4])=[O:27])[C:15]([I:29])=[C:14]([NH:13][C:10](=[O:12])[CH3:11])[C:19]=1[I:20])(=[O:24])[CH3:23] |f:1.2,3.4|. Reported procedure: 1-Chloroethyl ethyl carbonate (1.68 g, 11.0 mmol) was added at room temperature to a solution of potassium 3,5-di (acetylamino)-2,4,6-triiodobenzenecarboxylate (6.52 g, 10.0 mmol) and sodium iodide (0.30 g, 2.0 mmol) in dry DMF (100 ml). After stirring at 60° C. for 2 hours and at 40° C. for 65 hours the solvent was removed at reduced pressure. The residue was suspended in chloroform (100 and washed four times with a saturated sodium hydrogen carbonate solution and finally twice with water. Afte... Starting materials: CS(=O)Cl (methanesulfinyl chloride), C(CCCCCCCCC)O (decanol), N1=CC=CC=C1 (pyridine), CS(=O)Cl (methane sulfinyl chloride), C(CCCCCCCCC)O (decanol). Run in C(C)OCC (diethyl ether). Run at temperature 50 celsius. Product: CS(=O)OCCCCCCCCCC (Decyl Methanesulfinate). RXN SMILES: [CH3:1][S:2](Cl)=[O:3].[CH2:5]([OH:15])[CH2:6][CH2:7][CH2:8][CH2:9][CH2:10][CH2:11][CH2:12][CH2:13][CH3:14].N1C=CC=CC=1>C(OCC)C>[CH3:1][S:2]([O:15][CH2:5][CH2:6][CH2:7][CH2:8][CH2:9][CH2:10][CH2:11][CH2:12][CH2:13][CH3:14])=[O:3]. Procedure details: Into a 50 ml three-necked flask equipped with a magnetic stirrer, thermometer, nitrogen purge and dropping funnel is added 9.9 gms (0.10 moles) of methanesulfinyl chloride. The methane sulfinyl chloride is cooled to -10°C and 17.4 gms (0.11 moles) of decanol is added dropwise while maintaining the temperature of -5° to -10°C. When the addition of the decanol is complete, the reaction mass is warmed to 50°C under 20 mm of vacuum. The resulting product is then cooled and dissolved in 100 ml of die... The reactants are C(#N)C1=CC=C(C=C1)C(CN(C(OC(C)(C)C)=O)C)CCO[Si](C(C)C)(C(C)C)C(C)C (tert-Butyl {2-(4-cyanophenyl)-4-[(triisopropylsilyl)oxy]butyl}methylcarbamate), Cl (Hydrochloric acid). The solvent is C1CCOC1 (THF). Run at time 8 hour. Product: OCCC(CNC)C1=CC=C(C#N)C=C1 (4-{3-Hydroxy-1-[(methylamino)methyl]propyl}benzonitrile). RXN SMILES: [C:1]([C:3]1[CH:8]=[CH:7][C:6]([CH:9]([CH2:20][CH2:21][O:22][Si](C(C)C)(C(C)C)C(C)C)[CH2:10][N:11](C)[C:12](=O)OC(C)(C)C)=[CH:5][CH:4]=1)#[N:2].Cl>C1COCC1>[OH:22][CH2:21][CH2:20][CH:9]([C:6]1[CH:5]=[CH:4][C:3]([C:1]#[N:2])=[CH:8][CH:7]=1)[CH2:10][NH:11][CH3:12]. Procedure: tert-Butyl {2-(4-cyanophenyl)-4-[(triisopropylsilyl)oxy]butyl}methylcarbamate (0.37 g) was dissolved in THF (8 mL) at 0° C. Hydrochloric acid (8 ml of 6M solution) was added and the mixture stirred overnight at room temperature. The volatiles were removed by evaporation and then removed azeotropically after the addition of methanol (5×50 mL). The residue was dissolved in water and the solution alkalised to pH 8-9 by the addition of Na2CO3 (s) and then extracted thrice with ethyl acetate (100 mL)... Reactants: O=C([O-])[O-], CS(=O)(=O)OCCCC1(O)CC1, [Cs+], [Cs+], COc1cc2c(Oc3ccc(N(C(=O)C4(C(N)=O)CC4)c4ccc(F)cc4)cc3F)ccnc2cc1O. Product: COc1cc2c(Oc3ccc(N(C(=O)C4(C(N)=O)CC4)c4ccc(F)cc4)cc3F)ccnc2cc1OCCCC1(O)CC1. RXN SMILES: [C:50](=[O:51])([O-:52])[O-:53].[CH3:38][S:39]([O:40][CH2:43][CH2:44][CH2:45][C:46]1([OH:49])[CH2:47][CH2:48]1)(=[O:41])=[O:42].[Cs+:54].[Cs+:55].[OH:1][c:2]1[c:3]([O:36][CH3:37])[cH:4][c:5]2[c:6]([O:12][c:13]3[c:14]([F:35])[cH:15][c:16]([N:19]([C:20](=[O:21])[C:22]4([C:25](=[O:26])[NH2:27])[CH2:23][CH2:24]4)[c:28]4[cH:29][cH:30][c:31]([F:34])[cH:32][cH:33]4)[cH:17][cH:18]3)[cH:7][cH:8][n:9][c:10]2[cH:11]1>>[O:1]([c:2]1[c:3]([O:36][CH3:37])[cH:4][c:5]2[c:6]([O:12][c:13]3[c:14]([F:35])[cH:15][c:16]([N:19]([C:20](=[O:21])[C:22]4([C:25](=[O:26])[NH2:27])[CH2:23][CH2:24]4)[c:28]4[cH:29][cH:30][c:31]([F:34])[cH:32][cH:33]4)[cH:17][cH:18]3)[cH:7][cH:8][n:9][c:10]2[cH:11]1)[CH2:43][CH2:44][CH2:45][C:46]1([OH:49])[CH2:47][CH2:48]1.